From a dataset of the Open Reaction Database (ORD), a public repository of structured organic reaction records. describe an organic reaction: reactants, conditions, products, and yield Reactants: CC1=C(N=C(O1)C1=CC=CC=C1)COC1=CC2=C(C(=C(O2)COC2=NN(C=C2C(=O)OCC)C2=CC=CC=C2)C2=CC=CC=C2)C=C1 (ethyl 3-({6-[(5-methyl-2-phenyl-1,3-oxazol-4-yl)methoxy]-3-phenyl-1-benzofuran-2-yl}methoxy)-1-phenyl-1H-pyrazole-4-carboxylate), O1CCCC1 (tetrahydrofuran), [OH-].[Na+] (sodium hydroxide), Cl (hydrochloric acid). The solvent is C(C)O (ethanol), O (water). Yields the product CC1=C(N=C(O1)C1=CC=CC=C1)COC1=CC2=C(C(=C(O2)COC2=NN(C=C2C(=O)O)C2=CC=CC=C2)C2=CC=CC=C2)C=C1 (3-({6-[(5-methyl-2-phenyl-1,3-oxazol-4-yl)methoxy]-3-phenyl-1-benzofuran-2-yl}methoxy)-1-phenyl-1H-pyrazole-4-carboxylic acid). Isolated yield 91.6%. As a reaction SMILES: [CH3:1][C:2]1[O:6][C:5]([C:7]2[CH:12]=[CH:11][CH:10]=[CH:9][CH:8]=2)=[N:4][C:3]=1[CH2:13][O:14][C:15]1[CH:47]=[CH:46][C:18]2[C:19]([C:40]3[CH:45]=[CH:44][CH:43]=[CH:42][CH:41]=3)=[C:20]([CH2:22][O:23][C:24]3[C:28]([C:29]([O:31]CC)=[O:30])=[CH:27][N:26]([C:34]4[CH:39]=[CH:38][CH:37]=[CH:36][CH:35]=4)[N:25]=3)[O:21][C:17]=2[CH:16]=1.O1CCCC1.[OH-].[Na+].Cl>O.C(O)C>[CH3:1][C:2]1[O:6][C:5]([C:7]2[CH:8]=[CH:9][CH:10]=[CH:11][CH:12]=2)=[N:4][C:3]=1[CH2:13][O:14][C:15]1[CH:47]=[CH:46][C:18]2[C:19]([C:40]3[CH:41]=[CH:42][CH:43]=[CH:44][CH:45]=3)=[C:20]([CH2:22][O:23][C:24]3[C:28]([C:29]([OH:31])=[O:30])=[CH:27][N:26]([C:34]4[CH:35]=[CH:36][CH:37]=[CH:38][CH:39]=4)[N:25]=3)[O:21][C:17]=2[CH:16]=1 |f:2.3|. Reported procedure: To a mixture of ethyl 3-({6-[(5-methyl-2-phenyl-1,3-oxazol-4-yl)methoxy]-3-phenyl-1-benzofuran-2-yl}methoxy)-1-phenyl-1H-pyrazole-4-carboxylate (0.40 g), tetrahydrofuran (3 mL) and ethanol (3 mL) was added 1N aqueous sodium hydroxide solution (3 mL), and the mixture was heated under reflux for 1 hr. The reaction mixture was neutralized by adding 1N hydrochloric acid and water, and the mixture was extracted with ethyl acetate. The ethyl acetate layer was washed with saturated brine, dried over an... Starting materials: O (water), C(C=C)N1C(NC=2C3=C(CC4(CCCCC4)C2C1=O)C=CC=C3)=S (3-allyl-2-thioxo-2,3-dihydro-1H-spiro[benzo[h]quinazoline-5,1′-cyclohexan]-4(6H)-one), Br.CN(CCBr)C (beta-dimethylaminoethyl bromide hydrobromide), [OH-].[K+] (potassium hydroxide). Run in C(C)O (Ethanol). Product: C(C=C)N1C(=NC=2C3=C(CC4(CCCCC4)C2C1=O)C=CC=C3)SCCN(C)C (3-allyl-2-(2-(dimethylamino)ethylthio)-3H-spiro[benzo[h]quinazoline-5,1′-cyclohexan]-4(6H)-one). As a reaction SMILES: [CH2:1]([N:4]1[C:18](=[O:19])[C:17]2[C:11]3([CH2:16][CH2:15][CH2:14][CH2:13][CH2:12]3)[CH2:10][C:9]3[CH:20]=[CH:21][CH:22]=[CH:23][C:8]=3[C:7]=2[NH:6][C:5]1=[S:24])[CH:2]=[CH2:3].Br.[CH3:26][N:27]([CH3:31])[CH2:28][CH2:29]Br.[OH-].[K+].O>C(O)C>[CH2:1]([N:4]1[C:18](=[O:19])[C:17]2[C:11]3([CH2:12][CH2:13][CH2:14][CH2:15][CH2:16]3)[CH2:10][C:9]3[CH:20]=[CH:21][CH:22]=[CH:23][C:8]=3[C:7]=2[N:6]=[C:5]1[S:24][CH2:29][CH2:28][N:27]([CH3:31])[CH3:26])[CH:2]=[CH2:3] |f:1.2,3.4|. Procedure: A mixture of 3-allyl-2-thioxo-2,3-dihydro-1H-spiro[benzo[h]quinazoline-5,1′-cyclohexan]-4(6H)-one (5, 0.100 g, 0.295 mmol), beta-dimethylaminoethyl bromide hydrobromide (0.076 g, 0.325 mmol), potassium hydroxide (0.041 g, 0.739 mmol) in Ethanol (1.738 ml) was refluxed ON. To the cooled solution, water (1 ml) was added and the mixture was extracted with EtOAc 2×. The organics were washed with brine, dried over sodium sulfate, filtered, and concentrated. 1H NMR (500 MHz, DMSO-d6) δ ppm 8.12, 7.37-...